This data is from the Open Reaction Database (ORD), a public repository of structured organic reaction records. The task is: describe an organic reaction: reactants, conditions, products, and yield Reactants: C1(=CC=CC=C1)C1=NNC=C1C(=O)OC (methyl 3-phenyl-1H-pyrazole-4-carboxylate), BrC1=NC=C(C=C1)F (2-bromo-5-fluoropyridine), CN[C@@H]1[C@H](CCCC1)NC ((1S,2S)—N,N′-dimethylcyclohexane-1,2-diamine), C([O-])([O-])=O.[K+].[K+] (potassium carbonate), CN[C@@H]1[C@H](CCCC1)NC ((1S,2S)—N,N′-dimethylcyclohexane-1,2-diamine), C(=O)(O)[O-].[Na+] (NaHCO3). The reagents and catalysts are [Cu]I (copper(I) iodide), [Cu]I (copper(I) iodide). Solvent: C1(=CC=CC=C1)C (toluene). Run at temperature 150 celsius. Yields the product FC=1C=CC(=NC1)N1N=C(C(=C1)C(=O)OC)C1=CC=CC=C1 (Methyl 1-(5-fluoropyridin-2-yl)-3-phenyl-1H-pyrazole-4-carboxylate). Yield: 74.9%. As a reaction SMILES: [C:1]1([C:7]2[C:11]([C:12]([O:14][CH3:15])=[O:13])=[CH:10][NH:9][N:8]=2)[CH:6]=[CH:5][CH:4]=[CH:3][CH:2]=1.Br[C:17]1[CH:22]=[CH:21][C:20]([F:23])=[CH:19][N:18]=1.CN[C@H]1CCCC[C@@H]1NC.C(=O)([O-])[O-].[K+].[K+].C([O-])(O)=O.[Na+]>C1(C)C=CC=CC=1.[Cu]I>[F:23][C:20]1[CH:21]=[CH:22][C:17]([N:9]2[CH:10]=[C:11]([C:12]([O:14][CH3:15])=[O:13])[C:7]([C:1]3[CH:2]=[CH:3][CH:4]=[CH:5][CH:6]=3)=[N:8]2)=[N:18][CH:19]=1 |f:3.4.5,6.7|. Procedure details: To a solution of methyl 3-phenyl-1H-pyrazole-4-carboxylate (0.50 g, 2.47 mmol) in toluene (9.9 mL) were added 2-bromo-5-fluoropyridine (0.52 g, 2.97 mmol), (1S,2S)—N,N′-dimethylcyclohexane-1,2-diamine (78 μL, 0.50 mmol), copper(I) iodide (24.0 mg, 0.12 mmol) and potassium carbonate (0.72 g, 5.19 mmol). The mixture was heated in a microwave reactor for 20 min at 150° C. Additional (1S,2S)—N,N′-dimethylcyclohexane-1,2-diamine (78 μL, 0.50 mmol) and copper(I) iodide (24.0 mg, 0.12 mmol) were added ... Reactants: COc1cc2c(cc1C)C(=O)CCC2(C)C, CC(C)[Mg+], [Cl-]. Yields the product COc1cc2c(cc1C)C(C(C)C)=CCC2(C)C. RXN SMILES: [CH3:1][O:2][c:3]1[cH:4][c:5]2[c:10]([cH:11][c:12]1[CH3:13])[C:9](=[O:14])[CH2:8][CH2:7][C:6]2([CH3:15])[CH3:16].[CH:18]([CH3:19])([CH3:20])[Mg+:21].[Cl-:17]>>[CH3:1][O:2][c:3]1[cH:4][c:5]2[c:10]([cH:11][c:12]1[CH3:13])[C:9]([CH:18]([CH3:19])[CH3:20])=[CH:8][CH2:7][C:6]2([CH3:15])[CH3:16]. The reactants are CO, Cl, CC(=C(C#N)C(=O)c1ccc(F)cc1)N(C)C. Product: CC(O)=C(C#N)C(=O)c1ccc(F)cc1. RXN SMILES: [CH3:19][OH:20].[ClH:18].[F:1][c:2]1[cH:3][cH:4][c:5]([C:6](=[O:7])[C:8]([C:9]#[N:10])=[C:11]([CH3:12])[N:13]([CH3:14])[CH3:15])[cH:16][cH:17]1>>[F:1][c:2]1[cH:3][cH:4][c:5]([C:6](=[O:7])[C:8]([C:9]#[N:10])=[C:11]([CH3:12])[OH:20])[cH:16][cH:17]1. Starting materials: CS(=O)(=O)c1cc(Br)ccc1C(=O)O, CN1CCOCC1, CO, ClC(Cl)Cl, Cc1cc(Cl)c(N2CCNCC2)cc1F, Cl. The product is Cc1cc(Cl)c(N2CCN(C(=O)c3ccc(Br)cc3S(C)(=O)=O)CC2)cc1F. Reaction SMILES: [Br:17][c:18]1[cH:19][c:20]([S:27](=[O:28])(=[O:29])[CH3:30])[c:21]([C:22](=[O:23])[OH:24])[cH:25][cH:26]1.[CH3:35][N:36]1[CH2:37][CH2:38][O:39][CH2:40][CH2:41]1.[CH3:42][OH:43].[CH:31]([Cl:32])([Cl:33])[Cl:34].[Cl:2][c:3]1[c:4]([N:11]2[CH2:12][CH2:13][NH:14][CH2:15][CH2:16]2)[cH:5][c:6]([F:10])[c:7]([CH3:9])[cH:8]1.[ClH:1]>>[Cl:2][c:3]1[c:4]([N:11]2[CH2:12][CH2:13][N:14]([C:22]([c:21]3[c:20]([S:27](=[O:28])(=[O:29])[CH3:30])[cH:19][c:18]([Br:17])[cH:26][cH:25]3)=[O:23])[CH2:15][CH2:16]2)[cH:5][c:6]([F:10])[c:7]([CH3:9])[cH:8]1.